This data is from the Open Reaction Database (ORD), a public repository of structured organic reaction records. The task is: describe an organic reaction: reactants, conditions, products, and yield Starting materials: C(C)OC=1C=C(CC2=NC(=NO2)C2=C3CCC(C3=CC=C2)O)C=CC1OCC (4-(5-(3,4-diethoxybenzyl)-1,2,4-oxadiazol-3-yl)-2,3-dihydro-1H-inden-1-ol), NCCS(=O)(=O)N(C)C (2-amino-N,N-dimethylethanesulfonamide). The product is C(C)OC=1C=C(CC2=NC(=NO2)C2=C3CCC(C3=CC=C2)NCCS(=O)(=O)NC)C=CC1OCC (2-((4-(5-(3,4-diethoxybenzyl)-1,2,4-oxadiazol-3-yl)-2,3-dihydro-1H-inden-1-yl)amino)-N-methylethanesulfonamide). RXN SMILES: [CH2:1]([O:3][C:4]1[CH:5]=[C:6]([CH:23]=[CH:24][C:25]=1[O:26][CH2:27][CH3:28])[CH2:7][C:8]1[O:12][N:11]=[C:10]([C:13]2[CH:21]=[CH:20][CH:19]=[C:18]3[C:14]=2[CH2:15][CH2:16][CH:17]3O)[N:9]=1)[CH3:2].[NH2:29][CH2:30][CH2:31][S:32]([N:35](C)[CH3:36])(=[O:34])=[O:33]>>[CH2:1]([O:3][C:4]1[CH:5]=[C:6]([CH:23]=[CH:24][C:25]=1[O:26][CH2:27][CH3:28])[CH2:7][C:8]1[O:12][N:11]=[C:10]([C:13]2[CH:21]=[CH:20][CH:19]=[C:18]3[C:14]=2[CH2:15][CH2:16][CH:17]3[NH:29][CH2:30][CH2:31][S:32]([NH:35][CH3:36])(=[O:34])=[O:33])[N:9]=1)[CH3:2]. Reported procedure: Prepared using General Procedure 14 from 4-(5-(3,4-diethoxybenzyl)-1,2,4-oxadiazol-3-yl)-2,3-dihydro-1H-inden-1-ol 60 and 2-amino-N,N-dimethylethanesulfonamide. Starting materials: FC(C=1C=C(C=C(C1)C(F)(F)F)[C@@H](C)N(C(=O)N1[C@H](C[C@]2(CC[C@H](N2)C(=O)OC)CC1)C1=C(C=C(C=C1)F)C)C)(F)F (methyl(2S,5S,7R)-8-{[{(1R)-1-[3,5-bis(trifluoromethyl)phenyl]ethyl}(methyl)amino]carbonyl}-7-(4-fluoro-2-methylphenyl)-1,8-diazaspiro[4.5]decane-2-carboxylate), FC(C=1C=C(C=C(C1)C(F)(F)F)[C@@H](C)N(C(=O)N1[C@H](C[C@]2(CC[C@H](N2)C(=O)OC)CC1)C1=C(C=C(C=C1)F)C)C)(F)F (methyl(2S,5S,7R)-8-{[{(1R)-1-[3,5-bis(trifluoromethyl)phenyl]ethyl}(methyl)amino]carbonyl}-7-(4-fluoro-2-methylphenyl)-1,8-diazaspiro[4.5]decane-2-carboxylate), [BH4-].[Li+] (lithium borohydride). The solvent is O1CCCC1 (Tetrahydrofuran). Conditions: time 3 day. Yields the product FC(C=1C=C(C=C(C1)C(F)(F)F)[C@@H](C)N(C(=O)N1[C@H](C[C@]2(CC[C@H](N2)CO)CC1)C1=C(C=C(C=C1)F)C)C)(F)F ((2S,5S,7R)—N-{(1R)-1-[3,5-bis(trifluoromethyl)phenyl]ethyl}-7-(4-fluoro-2-methyl phenyl)-2-(hydroxymethyl)-N-methyl-1,8-diazaspiro[4.5]decane-8-carboxamide). The yield is 32.9%. RXN SMILES: [F:1][C:2]([F:42])([F:41])[C:3]1[CH:4]=[C:5]([C@H:13]([N:15]([CH3:40])[C:16]([N:18]2[CH2:31][CH2:30][C@:21]3([NH:25][C@H:24]([C:26](OC)=[O:27])[CH2:23][CH2:22]3)[CH2:20][C@@H:19]2[C:32]2[CH:37]=[CH:36][C:35]([F:38])=[CH:34][C:33]=2[CH3:39])=[O:17])[CH3:14])[CH:6]=[C:7]([C:9]([F:12])([F:11])[F:10])[CH:8]=1.[BH4-].[Li+]>O1CCCC1>[F:42][C:2]([F:1])([F:41])[C:3]1[CH:4]=[C:5]([C@H:13]([N:15]([CH3:40])[C:16]([N:18]2[CH2:31][CH2:30][C@:21]3([NH:25][C@H:24]([CH2:26][OH:27])[CH2:23][CH2:22]3)[CH2:20][C@@H:19]2[C:32]2[CH:37]=[CH:36][C:35]([F:38])=[CH:34][C:33]=2[CH3:39])=[O:17])[CH3:14])[CH:6]=[C:7]([C:9]([F:12])([F:10])[F:11])[CH:8]=1 |f:1.2|. Procedure details: To a solution of methyl(2S,5S,7R)-8-{[{(1R)-1-[3,5-bis(trifluoromethyl)phenyl]ethyl}(methyl)amino]carbonyl}-7-(4-fluoro-2-methylphenyl)-1,8-diazaspiro[4.5]decane-2-carboxylate (Intermediate 13, 350 mg, 0.580 mmol) in Tetrahydrofuran (THF) (7 ml) at 0° C. lithium borohydride (0.568 ml, 1.160 mmol) was added and the reaction mixture was stirred at room temperature and under nitrogen atmosphere for 3 days. Volatiles were evaporated in vacuo and the residue was dissolved in Methanol (2 ml)/HCl 1 N i... The reactants are FC1=C(C=CC(=C1)B1OC(C(O1)(C)C)(C)C)C=1N=CC(=NC1)N (5-(2-fluoro-4-(4,4,5,5-tetramethyl-1,3,2-dioxaborolan-2-yl)phenyl)pyrazin-2-amine), FC(COC1=C(C=CC=C1)Br)(F)F (2-(2,2,2-trifluoroethoxy)bromobenzene). Yields the product FC=1C=C(C=CC1C=1N=CC(=NC1)N)C1=C(C=CC=C1)OCC(F)(F)F (5-[3-Fluoro-2′-(2,2,2-trifluoroethoxy)biphenyl-4-yl]pyrazin-2-amine). Reaction SMILES: [F:1][C:2]1[CH:7]=[C:6](B2OC(C)(C)C(C)(C)O2)[CH:5]=[CH:4][C:3]=1[C:17]1[N:18]=[CH:19][C:20]([NH2:23])=[N:21][CH:22]=1.[F:24][C:25]([F:36])([F:35])[CH2:26][O:27][C:28]1[CH:33]=[CH:32][CH:31]=[CH:30][C:29]=1Br>>[F:1][C:2]1[CH:7]=[C:6]([C:29]2[CH:30]=[CH:31][CH:32]=[CH:33][C:28]=2[O:27][CH2:26][C:25]([F:24])([F:36])[F:35])[CH:5]=[CH:4][C:3]=1[C:17]1[N:18]=[CH:19][C:20]([NH2:23])=[N:21][CH:22]=1. Reported procedure: The title compound was prepared using analogous conditions to those described in Example 1 utilizing what 5-(2-fluoro-4-(4,4,5,5-tetramethyl-1,3,2-dioxaborolan-2-yl)phenyl)pyrazin-2-amine and 2-(2,2,2-trifluoroethoxy)bromobenzene. MS (ESI): mass calcd. for C18H13F4N3O, 363.10; m/z found, 363.9 [M+H]+. 1H NMR (400 MHz, DMSO-d6) δ 8.39 (s, 1H), 8.03 (s, 1H), 7.91 (m, 1H), 7.56-7.34 (m, 4H), 7.25 (d, J=8.0, 1H), 7.16 (m, 1H), 6.71 (s, 2H), 4.82 (q, J=8.8, 2H). Starting materials: C#C[Mg+], CC(C)(C)OC(=O)N1CCC(=O)CC1, C1CCOC1, [Cl-], [Cl-], [NH4+]. The product is C#CC1(O)CCN(C(=O)OC(C)(C)C)CC1. As a reaction SMILES: [C:2](#[CH:3])[Mg+:4].[C:5](=[O:6])([O:7][C:8]([CH3:9])([CH3:10])[CH3:11])[N:12]1[CH2:13][CH2:14][C:15](=[O:18])[CH2:16][CH2:17]1.[CH2:21]1[O:22][CH2:23][CH2:24][CH2:25]1.[Cl-:19].[Cl-:1].[NH4+:20]>>[C:2](#[CH:3])[C:15]1([OH:18])[CH2:14][CH2:13][N:12]([C:5](=[O:6])[O:7][C:8]([CH3:9])([CH3:10])[CH3:11])[CH2:17][CH2:16]1. The reactants are O=C([O-])[O-], C1COCCN1, CN(C)C=O, COc1cc2c(Oc3cc4ccccc4nc3C)ccnc2cc1OCCCCl, [K+], [K+], O. Product: COc1cc2c(Oc3cc4ccccc4nc3C)ccnc2cc1OCCCN1CCOCC1. As a reaction SMILES: [C:35](=[O:36])([O-:37])[O-:38].[CH2:41]1[CH2:42][O:43][CH2:44][CH2:45][NH:46]1.[CH3:1][N:2]([CH3:3])[CH:4]=[O:5].[Cl:6][CH2:7][CH2:8][CH2:9][O:10][c:11]1[c:12]([O:33][CH3:34])[cH:13][c:14]2[c:15]([O:21][c:22]3[c:23]([CH3:32])[n:24][c:25]4[cH:26][cH:27][cH:28][cH:29][c:30]4[cH:31]3)[cH:16][cH:17][n:18][c:19]2[cH:20]1.[K+:39].[K+:40].[OH2:47]>>[CH2:7]([CH2:8][CH2:9][O:10][c:11]1[c:12]([O:33][CH3:34])[cH:13][c:14]2[c:15]([O:21][c:22]3[c:23]([CH3:32])[n:24][c:25]4[cH:26][cH:27][cH:28][cH:29][c:30]4[cH:31]3)[cH:16][cH:17][n:18][c:19]2[cH:20]1)[N:46]1[CH2:41][CH2:42][O:43][CH2:44][CH2:45]1. Reaction SMILES: [CH3:21][OH:22].[O:1]=[C:2]([CH2:3][n:4]1[n:5][cH:6][c:7]2[cH:8][cH:9][c:10]([O:13][C:14]([C:15]([CH3:16])([CH3:17])[CH3:18])=[O:19])[cH:11][c:12]12)[CH3:20]>>[OH:1][CH:2]([CH2:3][n:4]1[n:5][cH:6][c:7]2[cH:8][cH:9][c:10]([O:13][C:14]([C:15]([CH3:16])([CH3:17])[CH3:18])=[O:19])[cH:11][c:12]12)[CH3:20]. Reactants: CO, CC(=O)Cn1ncc2ccc(OC(=O)C(C)(C)C)cc21. Yields the product CC(O)Cn1ncc2ccc(OC(=O)C(C)(C)C)cc21.